This data is from the Open Reaction Database (ORD), a public repository of structured organic reaction records. The task is: describe an organic reaction: reactants, conditions, products, and yield Reactants: COC1=CC=C(CN(S(=O)(=O)C=2C=CC3=C(OCCN3)C2)C=2SC=CN2)C=C1 (N-(4-methoxybenzyl)-N-(thiazol-2-yl)-3,4-dihydro-2H-benzo[b][1,4]oxazine-7-sulfonamide), CC1(C2=C(C(=CC=C2)P(C3=CC=CC=C3)C4=CC=CC=C4)OC5=C(C=CC=C51)P(C6=CC=CC=C6)C7=CC=CC=C7)C (Xantphos), BrC1=C(C=CC=C1)I (1-bromo-2-iodobenzene), CC(C)([O-])C.[Na+] (sodium tert-butoxide). Reagents/catalysts: C=1C=CC(=CC1)/C=C/C(=O)/C=C/C2=CC=CC=C2.C=1C=CC(=CC1)/C=C/C(=O)/C=C/C2=CC=CC=C2.C=1C=CC(=CC1)/C=C/C(=O)/C=C/C2=CC=CC=C2.[Pd].[Pd] (Pd2(dba)3). The solvent is C1(=CC=CC=C1)C (toluene). Run at temperature 130 celsius, time 20 minute. Product: BrC1=C(C=CC=C1)N1C2=C(OCC1)C=C(C=C2)S(=O)(=O)N(C=2SC=CN2)CC2=CC=C(C=C2)OC (4-(2-bromophenyl)-N-(4-methoxybenzyl)-N-(thiazol-2-yl)-3,4-dihydro-2H-benzo[b][1,4]oxazine-7-sulfonamide). RXN SMILES: [CH3:1][O:2][C:3]1[CH:28]=[CH:27][C:6]([CH2:7][N:8]([C:22]2[S:23][CH:24]=[CH:25][N:26]=2)[S:9]([C:12]2[CH:13]=[CH:14][C:15]3[NH:20][CH2:19][CH2:18][O:17][C:16]=3[CH:21]=2)(=[O:11])=[O:10])=[CH:5][CH:4]=1.CC1(C)C2C(=C(P(C3C=CC=CC=3)C3C=CC=CC=3)C=CC=2)OC2C(P(C3C=CC=CC=3)C3C=CC=CC=3)=CC=CC1=2.[Br:71][C:72]1[CH:77]=[CH:76][CH:75]=[CH:74][C:73]=1I.CC(C)([O-])C.[Na+]>C1(C)C=CC=CC=1.C1C=CC(/C=C/C(/C=C/C2C=CC=CC=2)=O)=CC=1.C1C=CC(/C=C/C(/C=C/C2C=CC=CC=2)=O)=CC=1.C1C=CC(/C=C/C(/C=C/C2C=CC=CC=2)=O)=CC=1.[Pd].[Pd]>[Br:71][C:72]1[CH:77]=[CH:76][CH:75]=[CH:74][C:73]=1[N:20]1[CH2:19][CH2:18][O:17][C:16]2[CH:21]=[C:12]([S:9]([N:8]([CH2:7][C:6]3[CH:5]=[CH:4][C:3]([O:2][CH3:1])=[CH:28][CH:27]=3)[C:22]3[S:23][CH:24]=[CH:25][N:26]=3)(=[O:11])=[O:10])[CH:13]=[CH:14][C:15]1=2 |f:3.4,6.7.8.9.10|. Reported procedure: A microwave vial was charged with INTERMEDIATE M (0.100 g, 0.240 mmol), Xantphos (0.028 g, 0.048 mmol), 1-bromo-2-iodobenzene (0.045 mL, 0.359 mmol), Pd2(dba)3 (0.022 g, 0.024 mmol) and sodium tert-butoxide (0.046 g, 0.479 mmol). The mixture was diluted with toluene (2.395 mL), and purged with nitrogen, and stirred at 130° C. in the microwave for 20 minutes. After completion, the reaction was diluted with water, and washed with DCM. The organics were dried via phase separator, and concentrated u... Reactants: BrC1=C(C=C(C=C1)NC(C1=CC(=CC=C1)C(C)(C)C#N)=O)[N+](=O)[O-] (N-(4-bromo-3-nitrophenyl)-3-(2-cyanopropan-2-yl)benzamide), C(C)(=O)O (acetic acid), C(C)O (Ethanol), C(C)#N (acetonitrile). The reagents and catalysts are [Zn] (ZINC). The solvent is C1CCOC1 (THF). Run at temperature -5 celsius, time 1 hour. The product is NC=1C=C(C=CC1Br)NC(C1=CC(=CC=C1)C(C)(C)C#N)=O (N-(3-amino-4-bromophenyl)-3-(2-cyanopropan-2-yl)benzamide). Yield: 86.5%. As a reaction SMILES: [Br:1][C:2]1[CH:7]=[CH:6][C:5]([NH:8][C:9](=[O:21])[C:10]2[CH:15]=[CH:14][CH:13]=[C:12]([C:16]([C:19]#[N:20])([CH3:18])[CH3:17])[CH:11]=2)=[CH:4][C:3]=1[N+:22]([O-])=O.C(O)(=O)C.C(O)C.C(#N)C>C1COCC1.[Zn]>[NH2:22][C:3]1[CH:4]=[C:5]([NH:8][C:9](=[O:21])[C:10]2[CH:15]=[CH:14][CH:13]=[C:12]([C:16]([C:19]#[N:20])([CH3:17])[CH3:18])[CH:11]=2)[CH:6]=[CH:7][C:2]=1[Br:1]. Procedure details: To a mixture of N-(4-bromo-3-nitrophenyl)-3-(2-cyanopropan-2-yl)benzamide 61 (400 mg, 1.030 mmol) and ZINC (1.011 g, 15.46 mmol) in THF (10 mL) at −5° C., acetic acid (1.180 mL, 20.61 mmol) was added. The reaction mixture was stirred at −5° C. for 30 min and 1 h at rt. Ethanol and acetonitrile were added and filtered off over filter. To the filtrate was added NaHCO3 solution and extracted with CH2Cl2. Organic layer was dried and evaporated to give crude N-(3-amino-4-bromophenyl)-3-(2-cyanopropan... Starting materials: C(C1=CC=CC=C1)SC=1C=C2C=CC(N(C2=CC1)[C@H]1[C@@H](CCCC1)O)=O (6-(benzylthio)-1-((1R,2R)-2-hydroxycyclohexyl)quinolin-2(1H)-one), IC (iodomethane), C[Si](C)(C)[N-][Si](C)(C)C.[K+] (potassium bis(trimethylsilyl)amide), O1CCCC1 (tetrahydrofuran), [Cl-].[NH4+] (ammonium chloride). Run in CCOC(=O)C (EtOAc). Conditions: temperature -78 celsius, time 15 minute. Yields the product N1C(C=CC2=CC=CC=C12)=O (quinolin-2(1H)-one). Yield: 76.6%. As a reaction SMILES: C(S[C:9]1[CH:10]=[C:11]2[C:16](=[CH:17][CH:18]=1)[N:15]([C@@H]1CCCC[C@H]1O)[C:14](=[O:26])[CH:13]=[CH:12]2)C1C=CC=CC=1.C[Si]([N-][Si](C)(C)C)(C)C.[K+].O1CCCC1.IC.[Cl-].[NH4+]>CCOC(C)=O>[NH:15]1[C:16]2[C:11](=[CH:10][CH:9]=[CH:18][CH:17]=2)[CH:12]=[CH:13][C:14]1=[O:26] |f:1.2,5.6|. Procedure: A 10-mL RBF was charged with 6-(benzylthio)-1-((1R,2R)-2-hydroxycyclohexyl)quinolin-2(1H)-one (150 mg, 0.410 mmol) and purged with nitrogen for 10 min. TI-IF (2.1 mL) was introduced and the resultant solution cooled to −78° C. A solution of potassium bis(trimethylsilyl)amide in tetrahydrofuran (1.0M, 451 μl, 0.451 mmol) was added dropwise to the stirred reaction mixture over 2 min via syringe to produce a dark purple solution. After 15 min, iodomethane (28.0 μl, 0.451 mmol) was added dropwise vi...